This data is from the Open Reaction Database (ORD), a public repository of structured organic reaction records. The task is: describe an organic reaction: reactants, conditions, products, and yield The reactants are CC=1C=C(C[C@H](NC(C(C2=CC=CC=C2)C2=CC=CC=C2)=O)C(=O)O)C=CC1 (3-methyl-N-(2,2-diphenylacetyl)-L-phenylalanine), Cl.COC(=O)C=1C=C(C=CC1)COC[C@H](N)C(=O)N (O-[[3-(methoxycarbonyl)phenyl]methyl]-L-serinamide HCl), O.ON1N=NC2=C1C=CC=C2 (1-hydroxybenzotriazole hydrate), CN1CCOCC1 (N-methylmorpholine), Cl.CN(CCCN=C=NCC)C (1-(3-dimethylaminopropyl)-3-ethylcarbodiimide HCl). The solvent is C(Cl)Cl (CH2Cl2). Run at time 16 hour. The product is CC=1C=C(C[C@H](NC(C(C2=CC=CC=C2)C2=CC=CC=C2)=O)C(=O)NC([C@@H](N)COCC2=CC(=CC=C2)C(=O)OC)=O)C=CC1 (N-[3-methyl-N-(2,2-diphenylacetyl)-L-phenylalanyl]-O-[[3-(methoxycarbonyl)phenyl]methyl]-L-serinamide). RXN SMILES: [CH3:1][C:2]1[CH:3]=[C:4]([CH:26]=[CH:27][CH:28]=1)[CH2:5][C@@H:6]([C:23](O)=[O:24])[NH:7][C:8](=[O:22])[CH:9]([C:16]1[CH:21]=[CH:20][CH:19]=[CH:18][CH:17]=1)[C:10]1[CH:15]=[CH:14][CH:13]=[CH:12][CH:11]=1.Cl.[CH3:30][O:31][C:32]([C:34]1[CH:35]=[C:36]([CH2:40][O:41][CH2:42][C@@H:43]([C:45]([NH2:47])=[O:46])[NH2:44])[CH:37]=[CH:38][CH:39]=1)=[O:33].O.ON1C2C=CC=CC=2N=N1.CN1CCOCC1.Cl.CN(C)CCCN=C=NCC>C(Cl)Cl>[CH3:1][C:2]1[CH:3]=[C:4]([CH:26]=[CH:27][CH:28]=1)[CH2:5][C@@H:6]([C:23]([NH:47][C:45](=[O:46])[C@H:43]([CH2:42][O:41][CH2:40][C:36]1[CH:37]=[CH:38][CH:39]=[C:34]([C:32]([O:31][CH3:30])=[O:33])[CH:35]=1)[NH2:44])=[O:24])[NH:7][C:8](=[O:22])[CH:9]([C:10]1[CH:15]=[CH:14][CH:13]=[CH:12][CH:11]=1)[C:16]1[CH:21]=[CH:20][CH:19]=[CH:18][CH:17]=1 |f:1.2,3.4,6.7|. Reported procedure: To a solution of 3-methyl-N-(2,2-diphenylacetyl)-L-phenylalanine (1.0 g, 2.68 mmol) and O-[[3-(methoxycarbonyl)phenyl]methyl]-L-serinamide HCl (0.774 g, 2.68 mmol), 1-hydroxybenzotriazole hydrate (0.452 g, 2.95 mmol, and N-methylmorpholine (1.18 mL, 1.085 g, 10.72 mmol) in CH2Cl2 (50 mL) is added 1-(3-dimethylaminopropyl)-3-ethylcarbodiimide HCl (0.771 g, 4.02 mmol) in one portion and the mixture is stirred at room temperature for 16 hours. The solution is then washed with 1 N HCl (100 mL), satu... Starting materials: N1(CCNCC1)C(=O)OCC1=CC=CC=C1 (1-piperazinecarboxylic acid, phenylmethyl ester), [H-].[Na+] (sodium hydride), C(C)S(=O)(=O)CCO (2-(ethylsulfonyl)ethanol), CC1=CC=C(C=C1)S(=O)(=O)[O-] (4-methylbenzenesulfonate). Run in CN(C=O)C (N,N-dimethylformamide), CN(C=O)C (N,N-dimethylformamide). Conditions: time 4 day. Yields the product C(C)S(=O)(=O)CCN1CCN(CC1)C(=O)OCC1=CC=CC=C1 (4-[2-(Ethylsulfonyl)ethyl]-1-piperazinecarboxylic acid, phenylmethyl ester). Yield: 812.7%. Reaction SMILES: [N:1]1([C:7]([O:9][CH2:10][C:11]2[CH:16]=[CH:15][CH:14]=[CH:13][CH:12]=2)=[O:8])[CH2:6][CH2:5][NH:4][CH2:3][CH2:2]1.[H-].[Na+].[CH2:19]([S:21]([CH2:24][CH2:25]O)(=[O:23])=[O:22])[CH3:20].CC1C=CC(S([O-])(=O)=O)=CC=1>CN(C)C=O>[CH2:19]([S:21]([CH2:24][CH2:25][N:4]1[CH2:5][CH2:6][N:1]([C:7]([O:9][CH2:10][C:11]2[CH:16]=[CH:15][CH:14]=[CH:13][CH:12]=2)=[O:8])[CH2:2][CH2:3]1)(=[O:23])=[O:22])[CH3:20] |f:1.2|. Procedure: To a solution of 6.6 g (0.03 mole) of 1-piperazinecarboxylic acid, phenylmethyl ester in 100 ml of N,N-dimethylformamide was added, in portions, 1.44 g (0.03 mole) of a 50% sodium hydride suspension in mineral oil. The mixture was heated at 50° for 1 hr and allowed to cool slightly. To it was added dropwise a solution of 8.8 g (0.003 mole) of 2-(ethylsulfonyl)ethanol, 4-methylbenzenesulfonate in 30 ml of N,N-dimethylformamide. The mixture was heated at 50° for 1 hr, allowed to cool, concentrated...